describe an organic reaction: reactants, conditions, products, and yield From a dataset of the Open Reaction Database (ORD), a public repository of structured organic reaction records. The reactants are CCN(C(C)C)C(C)C (DIPEA), C1(=CC=CC=C1)C1=CC(=NN1)C(=O)NCC(=O)O ([(5-phenyl-1H-pyrazole-3-carbonyl)-amino]-acetic acid), CCN=C=NCCCN(C)C.Cl (EDCI.HCl), Cl.ClC=1C=C(OC2CCNCC2)C=CC1 (4-(3-chloro-phenoxy)-piperidine hydrochloride), C=1C=CC2=C(C1)N=NN2O (HOBt), Intermediate 15. The solvent is CN(C)C=O (DMF), O (water). Reaction conditions: time 8 hour. Yields the product ClC=1C=C(OC2CCN(CC2)C(CNC(=O)C2=NNC(=C2)C2=CC=CC=C2)=O)C=CC1 (5-phenyl-1H-pyrazole-3-carboxylic acid {2-[4-(3-chloro-phenoxy)-piperidin-1-yl]-2-oxo-ethyl}-amide). The yield is 38.2%. RXN SMILES: CCN(C(C)C)C(C)C.[C:10]1([C:16]2[NH:20][N:19]=[C:18]([C:21]([NH:23][CH2:24][C:25]([OH:27])=O)=[O:22])[CH:17]=2)[CH:15]=[CH:14][CH:13]=[CH:12][CH:11]=1.C1C=CC2N(O)N=NC=2C=1.CCN=C=NCCCN(C)C.Cl.Cl.[Cl:51][C:52]1[CH:53]=[C:54]([CH:62]=[CH:63][CH:64]=1)[O:55][CH:56]1[CH2:61][CH2:60][NH:59][CH2:58][CH2:57]1>CN(C=O)C.O>[Cl:51][C:52]1[CH:53]=[C:54]([CH:62]=[CH:63][CH:64]=1)[O:55][CH:56]1[CH2:57][CH2:58][N:59]([C:25](=[O:27])[CH2:24][NH:23][C:21]([C:18]2[CH:17]=[C:16]([C:10]3[CH:11]=[CH:12][CH:13]=[CH:14][CH:15]=3)[NH:20][N:19]=2)=[O:22])[CH2:60][CH2:61]1 |f:3.4,5.6|. Procedure: DIPEA (155 mg, 1.2 mmol) was added to a stirred solution of [(5-phenyl-1H-pyrazole-3-carbonyl)-amino]-acetic acid (99 mg, 0.4 mmol) in DMF (2 mL) followed by HOBt (54 mg, 0.4 mmol) and EDCI.HCl (84 mg, 0.44 mmol). After 2 minutes 4-(3-chloro-phenoxy)-piperidine hydrochloride (100 mg, 0.4 mmol) (prepared by method used for the synthesis of Intermediate 15) was added to the reaction mixture and stirring was continued at ambient temperature overnight. The reaction mixture was diluted with cold wate... Starting materials: [OH-].[Na+] (NaOH), NC(=S)N (thiourea), BrC(C1=CC=CC=C1)C1=CC=CC=C1 (bromodiphenylmethane), ClCC(=O)O (chloroacetic acid), [OH-].[Na+] (NaOH). The solvent is O (water), O (water). Reaction conditions: temperature 50 celsius, time 30 minute. The product is C(C1=CC=CC=C1)(C1=CC=CC=C1)CC(=S)O (benzhydrylthioacetic acid). Yield: 120.8%. As a reaction SMILES: NC(N)=[S:3].Br[CH:6]([C:13]1[CH:18]=[CH:17][CH:16]=[CH:15][CH:14]=1)[C:7]1[CH:12]=[CH:11][CH:10]=[CH:9][CH:8]=1.[OH-].[Na+].Cl[CH2:22][C:23]([OH:25])=O>O>[CH:6]([CH2:22][C:23]([OH:25])=[S:3])([C:13]1[CH:18]=[CH:17][CH:16]=[CH:15][CH:14]=1)[C:7]1[CH:12]=[CH:11][CH:10]=[CH:9][CH:8]=1 |f:2.3|. Procedure details: To a solution of thiourea (30.4 g, 0.399 mol) in water (200 mL) was added bromodiphenylmethane (98.8 g, 0.399 mol) at 42 degrees C. The mixture was heated gradually to reflux for 10 minutes. The reaction mixture was then cooled to 50 degrees C. and 5 N NaOH (200 mL) was subsequently added. The reaction mixture was then heated to reflux (101-102° C.) for 30 minutes and subsequently cooled to 60 degrees C. To this reaction mixture was slowly added a solution of chloroacetic acid (53.4 g, 0.565 mol...